Dataset: the Open Reaction Database (ORD), a public repository of structured organic reaction records. Task: describe an organic reaction: reactants, conditions, products, and yield Reactants: [Al+3], CC(CC(=O)OC(C)(C)C)N(Cc1ccccc1)C(C)c1ccccc1, C1CCOC1, CCOCC, [H-], [H-], [H-], [H-], [Li+]. Yields the product CC(CCO)N(Cc1ccccc1)C(C)c1ccccc1. RXN SMILES: [Al+3:28].[CH2:1]([c:2]1[cH:3][cH:4][cH:5][cH:6][cH:7]1)[N:8]([CH:9]([CH2:10][C:11](=[O:12])[O:13][C:14]([CH3:15])([CH3:16])[CH3:17])[CH3:18])[CH:19]([CH3:20])[c:21]1[cH:22][cH:23][cH:24][cH:25][cH:26]1.[CH2:33]1[O:34][CH2:35][CH2:36][CH2:37]1.[CH3:38][CH2:39][O:40][CH2:41][CH3:42].[H-:27].[H-:30].[H-:31].[H-:32].[Li+:29]>>[CH2:1]([c:2]1[cH:3][cH:4][cH:5][cH:6][cH:7]1)[N:8]([CH:9]([CH2:10][CH2:11][OH:12])[CH3:18])[CH:19]([CH3:20])[c:21]1[cH:22][cH:23][cH:24][cH:25][cH:26]1. Starting materials: CC(=O)CC(=O)c1ccccc1, Cc1oc(-c2ccc(OC(C)C)cc2)nc1CCOc1ccc(CC(N)C(=O)O)cc1. Yields the product CC(=CC(=O)c1ccccc1)NC(Cc1ccc(OCCc2nc(-c3ccc(OC(C)C)cc3)oc2C)cc1)C(=O)O. As a reaction SMILES: [C:32]([c:33]1[cH:34][cH:35][cH:36][cH:37][cH:38]1)(=[O:39])[CH2:40][C:41]([CH3:42])=[O:43].[NH2:1][CH:2]([C:3](=[O:4])[OH:5])[CH2:6][c:7]1[cH:8][cH:9][c:10]([O:13][CH2:14][CH2:15][c:16]2[n:17][c:18](-[c:22]3[cH:23][cH:24][c:25]([O:28][CH:29]([CH3:30])[CH3:31])[cH:26][cH:27]3)[o:19][c:20]2[CH3:21])[cH:11][cH:12]1>>[NH:1]([CH:2]([C:3](=[O:4])[OH:5])[CH2:6][c:7]1[cH:8][cH:9][c:10]([O:13][CH2:14][CH2:15][c:16]2[n:17][c:18](-[c:22]3[cH:23][cH:24][c:25]([O:28][CH:29]([CH3:30])[CH3:31])[cH:26][cH:27]3)[o:19][c:20]2[CH3:21])[cH:11][cH:12]1)[C:41](=[CH:40][C:32]([c:33]1[cH:34][cH:35][cH:36][cH:37][cH:38]1)=[O:39])[CH3:42]. Reactants: C(C(O)C)(=O)[O-].[Na+] (sodium lactate), [N+](=O)(O)[O-].[N+](=O)(O)[O-].O=[Zr] (zirconium oxynitrate), ZrO2. Yields the product C(C(O)C)(=O)[O-].[Zr+4].[Na+].C(C(O)C)(=O)[O-].C(C(O)C)(=O)[O-].C(C(O)C)(=O)[O-].C(C(O)C)(=O)[O-] (sodium zirconium lactate). Reaction SMILES: [C:1]([O-:6])(=[O:5])[CH:2]([CH3:4])[OH:3].[Na+:7].[N+]([O-])(O)=O.[N+]([O-])(O)=O.O=[Zr:17]>>[C:1]([O-:6])(=[O:5])[CH:2]([CH3:4])[OH:3].[Zr+4:17].[Na+:7].[C:1]([O-:6])(=[O:5])[CH:2]([CH3:4])[OH:3].[C:1]([O-:6])(=[O:5])[CH:2]([CH3:4])[OH:3].[C:1]([O-:6])(=[O:5])[CH:2]([CH3:4])[OH:3].[C:1]([O-:6])(=[O:5])[CH:2]([CH3:4])[OH:3] |f:0.1,2.3.4,5.6.7.8.9.10.11|. Procedure details: The produced sodium lactate solution was added to 500 gm of zirconium oxynitrate solution which contained 20.0% ZrO2, while mixing. A clear solution product of sodium zirconium lactate was obtained. The product had a pH of 7.5 and it contained 6.0% ZrO. The lactate to zirconium molar ratio in the solution product was 5.0 to 1.0. Starting materials: BrCC(=O)C1=CC=C(C=C1)F (2-Bromo-1-(4-fluoro-phenyl)-ethanone), COC(C1=CN=C(C=C1)N)=O (6-amino-nicotinic acid methyl ester). The solvent is O1CCOCC1 (dioxane). The product is COC(=O)C=1C=CC=2N(C1)C=C(N2)C2=CC=C(C=C2)F (2-(4-Fluoro-phenyl)-imidazo[1,2-a]pyridine-6-carboxylic acid methyl ester). Reaction SMILES: Br[CH2:2][C:3]([C:5]1[CH:10]=[CH:9][C:8]([F:11])=[CH:7][CH:6]=1)=O.[CH3:12][O:13][C:14](=[O:22])[C:15]1[CH:20]=[CH:19][C:18]([NH2:21])=[N:17][CH:16]=1>O1CCOCC1>[CH3:12][O:13][C:14]([C:15]1[CH:20]=[CH:19][C:18]2[N:17]([CH:2]=[C:3]([C:5]3[CH:10]=[CH:9][C:8]([F:11])=[CH:7][CH:6]=3)[N:21]=2)[CH:16]=1)=[O:22]. Procedure: 2-Bromo-1-(4-fluoro-phenyl)-ethanone (1.135 g, 5.23 mmol) and 6-amino-nicotinic acid methyl ester (795.7 mg, 5.23 mmol) were heated under reflux in 50 ml dioxane for 8.5 hours. After cooling the solid was filtered and dried. Yield: 1.36 g, 96%. MS (mass spectrum): M+H+=271.06. Procedure: 200 mg (0.551 mmol) of (2R*,4S*)-2-benzyl-1-(3,5-dichlorobenzoyl)-4-piperidinamine are reacted in analogy to Example 2g with 97 mg (0.661 mmol) of benzofuran-2-carboxaldehyde and 90 mg of magnesium sulfate in 2 ml of toluene and subsequently reduced with 22 mg (0.584 mmol) of sodium borohydride in 2 ml of methanol. The title compound ##STR93## is obtained (150 mg, 55%) as oil. TLC:methylene chloride/methanol/cone. ammonia (2000:50:1) Rf =0.18, FD-MS:M+ =492, 494. IR:1630 cm-1. The product is C(C1=CC=CC=C1)[C@H]1N(CC[C@@H](C1)NCC1=CC2=C(O1)C=CC=C2)C(C2=CC(=CC(=C2)Cl)Cl)=O ((2R*,4S*)-2-benzyl-1-(3,5-dichlorobenzoyl)-N-(2-benzo[b]furanylmethyl)-4-piperidinamine). The reactants are [BH4-].[Na+] (sodium borohydride), C(C1=CC=CC=C1)[C@H]1N(CC[C@@H](C1)N)C(C1=CC(=CC(=C1)Cl)Cl)=O ((2R*,4S*)-2-benzyl-1-(3,5-dichlorobenzoyl)-4-piperidinamine), O1C(=CC2=C1C=CC=C2)C=O (benzofuran-2-carboxaldehyde), S(=O)(=O)([O-])[O-].[Mg+2] (magnesium sulfate). Run in C1(=CC=CC=C1)C (toluene), CO (methanol). RXN SMILES: [CH2:1]([C@@H:8]1[CH2:13][C@@H:12]([NH2:14])[CH2:11][CH2:10][N:9]1[C:15](=[O:24])[C:16]1[CH:21]=[C:20]([Cl:22])[CH:19]=[C:18]([Cl:23])[CH:17]=1)[C:2]1[CH:7]=[CH:6][CH:5]=[CH:4][CH:3]=1.[O:25]1[C:29]2[CH:30]=[CH:31][CH:32]=[CH:33][C:28]=2[CH:27]=[C:26]1[CH:34]=O.S([O-])([O-])(=O)=O.[Mg+2].[BH4-].[Na+]>C1(C)C=CC=CC=1.CO>[CH2:1]([C@@H:8]1[CH2:13][C@@H:12]([NH:14][CH2:34][C:26]2[O:25][C:29]3[CH:30]=[CH:31][CH:32]=[CH:33][C:28]=3[CH:27]=2)[CH2:11][CH2:10][N:9]1[C:15](=[O:24])[C:16]1[CH:21]=[C:20]([Cl:22])[CH:19]=[C:18]([Cl:23])[CH:17]=1)[C:2]1[CH:3]=[CH:4][CH:5]=[CH:6][CH:7]=1 |f:2.3,4.5|. The product is COc1cc(Cl)c(C=O)c(OC)c1. As a reaction SMILES: [Cl:1][c:2]1[cH:3][c:4]([O:10][CH3:11])[cH:5][c:6]([O:8][CH3:9])[cH:7]1.[O:12]=[CH:13][N:14]([CH3:15])[CH3:16].[P:17]([Cl:18])([Cl:19])([Cl:20])=[O:21]>>[Cl:1][c:2]1[c:3]([CH:13]=[O:12])[c:4]([O:10][CH3:11])[cH:5][c:6]([O:8][CH3:9])[cH:7]1. The reactants are COc1cc(Cl)cc(OC)c1, CN(C)C=O, O=P(Cl)(Cl)Cl. The reactants are FC1=C(C=C(C=C1)I)C(F)(F)F (2-fluoro-5-iodobenzotrifluoride), C1(=CC=CC=C1)P(C1=CC=CC=C1)C1=CC=CC=C1 (triphenylphosphine), C(C#C)O (propargyl alcohol), C(C)(C)N(CC)C(C)C (diisopropylethylamine). The reagents and catalysts are [Cu]I (copper(I) iodide), C1=CC=C(C=C1)/C=C/C(=O)/C=C/C2=CC=CC=C2.C1=CC=C(C=C1)/C=C/C(=O)/C=C/C2=CC=CC=C2.C1=CC=C(C=C1)/C=C/C(=O)/C=C/C2=CC=CC=C2.C(Cl)(Cl)Cl.[Pd].[Pd] (tris(dibenzylideneacetone)dipalladium(0) chloroform adduct). Run in [Cl-].[Na+].O (brine), O1CCCC1 (tetrahydrofuran). Run at time 11 hour. Yields the product FC1=C(C=C(C=C1)C#CCO)C(F)(F)F (3-(4-fluoro-3-trifluoromethylphenyl)-2-propyne-1-ol). As a reaction SMILES: [F:1][C:2]1[CH:7]=[CH:6][C:5](I)=[CH:4][C:3]=1[C:9]([F:12])([F:11])[F:10].C1(P(C2C=CC=CC=2)C2C=CC=CC=2)C=CC=CC=1.[CH2:32]([OH:35])[C:33]#[CH:34].C(N(C(C)C)CC)(C)C>[Cl-].[Na+].O.[Cu]I.C1C=CC(/C=C/C(/C=C/C2C=CC=CC=2)=O)=CC=1.C1C=CC(/C=C/C(/C=C/C2C=CC=CC=2)=O)=CC=1.C1C=CC(/C=C/C(/C=C/C2C=CC=CC=2)=O)=CC=1.C(Cl)(Cl)Cl.[Pd].[Pd].O1CCCC1>[F:1][C:2]1[CH:7]=[CH:6][C:5]([C:34]#[C:33][CH2:32][OH:35])=[CH:4][C:3]=1[C:9]([F:12])([F:11])[F:10] |f:4.5.6,8.9.10.11.12.13|. Procedure: A mixture of 2-fluoro-5-iodobenzotrifluoride (5.00 g), copper(I) iodide (65.5 mg), triphenylphosphine (226 mg), tris(dibenzylideneacetone)dipalladium(0) chloroform adduct (356 mg), propargyl alcohol (1.12 ml), diisopropylethylamine (12.0 ml) and tetrahydrofuran (80 ml) was stirred at room temperature for 11 hr. The reaction mixture was added to brine, and the mixture was extracted with ethyl acetate, washed with saturated brine, and dried over anhydrous magnesium sulfate. The solvent was evapora... The reactants are CC(=O)OCc1ccccc1C=C(Cl)Cl, CCO. The product is OCc1ccccc1C=C(Cl)Cl. Reaction SMILES: [C:1](=[O:2])([CH3:3])[O:4][CH2:5][c:6]1[c:7]([CH:12]=[C:13]([Cl:14])[Cl:15])[cH:8][cH:9][cH:10][cH:11]1.[CH3:16][CH2:17][OH:18]>>[OH:4][CH2:5][c:6]1[c:7]([CH:12]=[C:13]([Cl:14])[Cl:15])[cH:8][cH:9][cH:10][cH:11]1. Reaction SMILES: [C:29](=[O:30])([O-:31])[O-:32].[CH:1]([CH3:2])([CH3:3])[c:4]1[c:5]([OH:14])[n:6][c:7]([O:12][CH3:13])[n:8][c:9]1[O:10][CH3:11].[Cl:35][CH2:36][Cl:37].[Cs+:33].[Cs+:34].[c:15]1([NH:16][S:22](=[O:23])(=[O:24])[C:25]([F:26])([F:27])[F:28])[cH:17][cH:18][cH:19][cH:20][cH:21]1>>[CH:1]([CH3:2])([CH3:3])[c:4]1[c:5]([O:14][S:22](=[O:23])(=[O:24])[C:25]([F:26])([F:27])[F:28])[n:6][c:7]([O:12][CH3:13])[n:8][c:9]1[O:10][CH3:11]. Product: COc1nc(OC)c(C(C)C)c(OS(=O)(=O)C(F)(F)F)n1. Starting materials: O=C([O-])[O-], COc1nc(O)c(C(C)C)c(OC)n1, ClCCl, [Cs+], [Cs+], O=S(=O)(Nc1ccccc1)C(F)(F)F. Reactants: CNC (Dimethylamine), BrC=1C=CC(=C(C1)CC(=O)Cl)I (5-bromo-2-iodophenylacetyl chloride), CCOC(=O)C (EtOAc). Run in CCOCC (Et2O). The product is CN(C(CC1=C(C=CC(=C1)Br)I)=O)C (N,N-dimethyl-5-bromo-2-iodophenylacetamide). RXN SMILES: [CH3:1][NH:2][CH3:3].[Br:4][C:5]1[CH:6]=[CH:7][C:8]([I:15])=[C:9]([CH2:11][C:12](Cl)=[O:13])[CH:10]=1.CCOC(C)=O>CCOCC>[CH3:1][N:2]([CH3:3])[C:12](=[O:13])[CH2:11][C:9]1[CH:10]=[C:5]([Br:4])[CH:6]=[CH:7][C:8]=1[I:15]. Reported procedure: Dimethylamine (200 mL of 2 M in THF) is added dropwise to a solution of the above 5-bromo-2-iodophenylacetyl chloride in Et2O (500 mL), cooled in an ice bath. After the addition is complete, EtOAc (350 mL) is added and the solution washed with water (350 mL), brine (250 mL) and dried (MgSO4). Evaporation by rotary evaporator and trituration with 1:1 Et2O/hexanes gives N,N-dimethyl-5-bromo-2-iodophenylacetamide (m.p. 127–129° C.).